From a dataset of the Open Reaction Database (ORD), a public repository of structured organic reaction records. describe an organic reaction: reactants, conditions, products, and yield The reactants are CCO, CSc1cc(N)ccc1[N+](=O)[O-], Cl, [H][H]. The product is CSc1cc(N)ccc1N, Cl. Reaction SMILES: [CH3:16][CH2:17][OH:18].[CH3:1][S:2][c:3]1[cH:4][c:5]([NH2:6])[cH:7][cH:8][c:9]1[N+:10]([O-:11])=[O:12].[ClH:13].[H:14][H:15]>>[CH3:1][S:2][c:3]1[cH:4][c:5]([NH2:6])[cH:7][cH:8][c:9]1[NH2:10].[ClH:13].